Task: describe an organic reaction: reactants, conditions, products, and yield. Dataset: the Open Reaction Database (ORD), a public repository of structured organic reaction records The reactants are NC(=S)N (Thiourea), [OH-].[Na+] (NaOH), CN1N=NN=C1CC(=O)C1=CC=CC=C1 (2-(1-Methyl-1H-tetrazol-5-yl)-1-phenyl-ethanone), water ice. Solvent: ClCCCl (1,2-dichloroethane), CCOCC (ether). Reaction conditions: time 1 hour. The product is CN1N=NN=C1C1=C(N=C(S1)N)C1=CC=CC=C1 (5-(1-Methyl-1H-tetrazol-5-yl)-4-phenyl-thiazol-2-ylamine). Yield: 58.0%. As a reaction SMILES: [CH3:1][N:2]1[C:6]([CH2:7][C:8]([C:10]2[CH:15]=[CH:14][CH:13]=[CH:12][CH:11]=2)=O)=[N:5][N:4]=[N:3]1.[NH2:16][C:17]([NH2:19])=[S:18].[OH-].[Na+]>ClCCCl.CCOCC>[CH3:1][N:2]1[C:6]([C:7]2[S:18][C:17]([NH2:19])=[N:16][C:8]=2[C:10]2[CH:15]=[CH:14][CH:13]=[CH:12][CH:11]=2)=[N:5][N:4]=[N:3]1 |f:2.3|. Procedure: 2-(1-Methyl-1H-tetrazol-5-yl)-1-phenyl-ethanone (4.9 g, 24.2 mmol) was dissolved in 1,2-dichloroethane (150 mL) and ether (100 mL). Brom (1.24 mL, 24.2 mmol) was added. The reaction mixture was stirred at room temperature for 1 h. the solvent was removed in vacuo. The remenance was dissolved in ethanol (250 mL). Thiourea (3.67 g, 48.5 mmol) was added and the reaction mixture was heated at reflux for 20 min. The reaction mixture was poured into water/ice. Concentrated NaOH (aq) was added until pH... Reactants: [OH-].[Na+] (sodium hydroxide), ClC1=CC=C(C=C1)C=1N(C(=C(C(=O)O)C(C1)=O)C)C (6-(4-chlorophenyl)-1,2-dimethyl-4-oxonicotinic acid). The solvent is CO (methanol). Conditions: time 1 hour. The product is ClC1=CC=C(C=C1)C=1N(C(=C(C(=O)[O-])C(C1)=O)C)C.[Na+] (Sodium 6-(4-Chlorophenyl)-1,2-dimethyl-4-oxonicotinate). Yield: 87.3%. As a reaction SMILES: [OH-].[Na+:2].[Cl:3][C:4]1[CH:9]=[CH:8][C:7]([C:10]2[N:11]([CH3:21])[C:12]([CH3:20])=[C:13]([C:17](=[O:19])[CH:18]=2)[C:14]([OH:16])=[O:15])=[CH:6][CH:5]=1>CO>[Cl:3][C:4]1[CH:5]=[CH:6][C:7]([C:10]2[N:11]([CH3:21])[C:12]([CH3:20])=[C:13]([C:17](=[O:19])[CH:18]=2)[C:14]([O-:16])=[O:15])=[CH:8][CH:9]=1.[Na+:2] |f:0.1,4.5|. Reported procedure: 0.52 g (0.0065 mol) of 50% aqueous sodium hydroxide is added to a suspension of 1.8 g (0.0065 mol) 6-(4-chlorophenyl)-1,2-dimethyl-4-oxonicotinic acid in 35 ml of methanol. The solution formed is allowed to stand at room temperature for 1 hr. and then is concentrated in vacuo. The concentrate is washed with two (25 ml) portions of diethyl ether and dried to afford 1.7 g (87% yield) of product. The reactants are Nc1nc(OCCC2CC2)nc2c1nc(Br)n2C1CCCCO1, C[O-], CO, [Na+]. Yields the product COc1nc2c(N)nc(OCCC3CC3)nc2n1C1CCCCO1. RXN SMILES: [Br:1][c:2]1[n:3]([CH:18]2[O:19][CH2:20][CH2:21][CH2:22][CH2:23]2)[c:4]2[n:5][c:6]([O:12][CH2:13][CH2:14][CH:15]3[CH2:16][CH2:17]3)[n:7][c:8]([NH2:11])[c:9]2[n:10]1.[CH3:24][O-:25].[CH3:27][OH:28].[Na+:26]>>[c:2]1([O:25][CH3:24])[n:3]([CH:18]2[O:19][CH2:20][CH2:21][CH2:22][CH2:23]2)[c:4]2[n:5][c:6]([O:12][CH2:13][CH2:14][CH:15]3[CH2:16][CH2:17]3)[n:7][c:8]([NH2:11])[c:9]2[n:10]1. Procedure: 3 was prepared as a white solid, m.p.: 160°-161° C, from 4-(4-chlorophenyl)-N-methyl-4-oxo-2-butenamide (3A) by hydrogen peroxide oxidation by the procedure described in Example 1, 3A having been prepared from the corresponding acrylic acid and monomethylamine by the procedure described in Example 2. The reactants are ClC1=CC=C(C=C1)C(C=CC(=O)NC)=O (4-(4-chlorophenyl)-N-methyl-4-oxo-2-butenamide), OO (hydrogen peroxide), C(C=C)(=O)O (acrylic acid), CN (monomethylamine), ClC1=CC=C(C=C1)C(C=CC(=O)NC)=O (4-(4-chlorophenyl)-N-methyl-4-oxo-2-butenamide). Reaction SMILES: [Cl:1][C:2]1[CH:7]=[CH:6][C:5]([C:8](=[O:15])[CH:9]=[CH:10][C:11]([NH:13][CH3:14])=[O:12])=[CH:4][CH:3]=1.OO.C(O)(=[O:21])C=C.CN>>[Cl:1][C:2]1[CH:3]=[CH:4][C:5]([C:8]([CH:9]2[O:21][CH:10]2[C:11]([NH:13][CH3:14])=[O:12])=[O:15])=[CH:6][CH:7]=1. The product is ClC1=CC=C(C(=O)C2C(O2)C(=O)NC)C=C1 (3-(4-chlorobenzoyl)-N-methyloxiranecarboxamide).